From a dataset of the Open Reaction Database (ORD), a public repository of structured organic reaction records. describe an organic reaction: reactants, conditions, products, and yield Reactants: COc1c(C#N)ccc2[nH]nc(C=Cc3ccccc3)c12, O. Yields the product COc1c(C(N)=O)ccc2[nH]nc(C=Cc3ccccc3)c12. RXN SMILES: [CH3:1][O:2][c:3]1[c:4]2[c:5]([CH:14]=[CH:15][c:16]3[cH:17][cH:18][cH:19][cH:20][cH:21]3)[n:6][nH:7][c:8]2[cH:9][cH:10][c:11]1[C:12]#[N:13].[OH2:22]>>[CH3:1][O:2][c:3]1[c:4]2[c:5]([CH:14]=[CH:15][c:16]3[cH:17][cH:18][cH:19][cH:20][cH:21]3)[n:6][nH:7][c:8]2[cH:9][cH:10][c:11]1[C:12]([NH2:13])=[O:22]. Starting materials: [BH4-], C1CCOC1, CC(=O)O, N, [Na+], NC(=CC(=O)N1CCn2c(nnc2C(F)(F)F)C1)Cc1cc(F)c(F)cc1F, O. Product: NC(CC(=O)N1CCn2c(nnc2C(F)(F)F)C1)Cc1cc(F)c(F)cc1F. As a reaction SMILES: [BH4-:6].[CH2:1]1[O:2][CH2:3][CH2:4][CH2:5]1.[CH3:38][C:39](=[O:40])[OH:41].[NH3:36].[Na+:7].[O:8]=[C:9]([CH:10]=[C:11]([CH2:12][c:13]1[c:14]([F:21])[cH:15][c:16]([F:20])[c:17]([F:19])[cH:18]1)[NH2:22])[N:23]1[CH2:24][c:25]2[n:26]([c:29]([C:32]([F:33])([F:34])[F:35])[n:30][n:31]2)[CH2:27][CH2:28]1.[OH2:37]>>[O:8]=[C:9]([CH2:10][CH:11]([CH2:12][c:13]1[c:14]([F:21])[cH:15][c:16]([F:20])[c:17]([F:19])[cH:18]1)[NH2:22])[N:23]1[CH2:24][c:25]2[n:26]([c:29]([C:32]([F:33])([F:34])[F:35])[n:30][n:31]2)[CH2:27][CH2:28]1. Starting materials: ClC1=CC=NC2=CC(=C(C=C12)OC)OC (4-chloro-6,7-dimethoxy-quinoline), [N+](=O)([O-])C1=C(C=CC=C1)O (nitrophenol), CN(C)C1=NC=CC=C1 (dimethylaminopyridine), N1=C(C=CC=C1C)C (2,6 lutidine), C([O-])([O-])=O.[K+].[K+] (potassium carbonate). Run in CO (Methanol), O (water). Reaction conditions: temperature 147 celsius, time 2 hour. The product is CC=1C=C2C(=CC=NC2=CC1C)OC1=CC=C(C=C1)[N+](=O)[O-] (6,7-Dimethyl-4-(4-nitro-phenoxy)-quinoline). Yield: 62.6%. Reaction SMILES: Cl[C:2]1[C:11]2[C:6](=CC(OC)=[C:9](OC)[CH:10]=2)N=CC=1.[N+:16]([C:19]1[CH:24]=[CH:23][CH:22]=[CH:21][C:20]=1O)([O-:18])=[O:17].CN(C1C=CC=CN=1)C.[N:35]1[C:40](C)=[CH:39][CH:38]=[CH:37][C:36]=1[CH3:42].C(=O)([O-])[O-:44].[K+].[K+]>O.CO>[CH3:6][C:11]1[CH:2]=[C:37]2[C:36](=[CH:42][C:10]=1[CH3:9])[N:35]=[CH:40][CH:39]=[C:38]2[O:44][C:22]1[CH:23]=[CH:24][C:19]([N+:16]([O-:18])=[O:17])=[CH:20][CH:21]=1 |f:4.5.6|. Procedure details: A reactor was sequentially charged with 4-chloro-6,7-dimethoxy-quinoline (8.0 kg), 4 nitrophenol (7.0 kg), 4 dimethylaminopyridine (0.9 kg), and 2,6 lutidine (40.0 kg). The reactor contents were heated to approximately 147° C. When the reaction was complete (<5% starting material remaining as determined by in process HPLC analysis, approximately 20 hours), the reactor contents were allowed to cool to approximately 25° C. Methanol (26.0 kg) was added, followed by potassium carbonate (3.0 kg) diss... The yield is 11.0%. Procedure: N-Cyclopentyl-3-iodo-2-(4-methoxyphenyl)pyrazolo[1,5-α]pyrimidin-7-amine (63 mg, 0.15 mmol), dichlorobis(triphenylphosphine)palladium(II) (25 mg, 0.015 mmol), and 2-(methylsulfanyl)-4-(tributylstannyl)pyrimidine (78 mg, 0.19 mmol) were added to toluene (3 mL) and heated to 110° C. for 16 hours. Additional dichlorobis(triphenylphosphine)palladium(II) (6 mg) was added and the reaction heated to 110° C. for 24 hours. The reaction was allowed to cool to room temperature, diluted with ethyl acetate, ... The reactants are ClC=1C=C(C(=O)OO)C=CC1 (3-chloroperoxybenzoic acid), C1(CCCC1)NC1=CC=NC=2N1N=C(C2)C2=CC=C(C=C2)OC (N-cyclopentyl-2-(4-methoxyphenyl)pyrazolo[1,5-α]pyrimidin-7-amine), C1(CCCC1)NC1=CC=NC=2N1N=C(C2C2=NC(=NC=C2)SC)C2=CC=C(C=C2)OC (N-cyclopentyl-2-(4-methoxyphenyl)-3-[2-(methylsulfanyl)pyrimidin-4yl]pyrazolo[1,5-α]pyrimidin-7-amine), C1(CCCC1)NC1=CC=NC=2N1N=C(C2I)C2=CC=C(C=C2)OC (N-Cyclopentyl-3-iodo-2-(4-methoxyphenyl)pyrazolo[1,5-α]pyrimidin-7-amine), CSC1=NC=CC(=N1)[Sn](CCCC)(CCCC)CCCC (2-(methylsulfanyl)-4-(tributylstannyl)pyrimidine), [F-].[K+] (potassium fluoride). The reagents and catalysts are Cl[Pd]([P](C1=CC=CC=C1)(C2=CC=CC=C2)C3=CC=CC=C3)([P](C4=CC=CC=C4)(C5=CC=CC=C5)C6=CC=CC=C6)Cl (dichlorobis(triphenylphosphine)palladium(II)), Cl[Pd]([P](C1=CC=CC=C1)(C2=CC=CC=C2)C3=CC=CC=C3)([P](C4=CC=CC=C4)(C5=CC=CC=C5)C6=CC=CC=C6)Cl (dichlorobis(triphenylphosphine)palladium(II)). Yields the product C1(CCCC1)NC1=CC=NC=2N1N=C(C2C2=NC(=NC=C2)NC2CCCC2)C2=CC=C(C=C2)OC (N-cyclopentyl-3-[2-(cyclopentylamino)pyrimidin-4-yl]-2-(4methoxyphenyl)pyrazolo[1,5-α]pyrimidin-7-amine). As a reaction SMILES: [CH:1]1([NH:6][C:7]2[N:12]3[N:13]=[C:14]([C:17]4[CH:22]=[CH:21][C:20]([O:23][CH3:24])=[CH:19][CH:18]=4)[C:15](I)=[C:11]3[N:10]=[CH:9][CH:8]=2)[CH2:5][CH2:4][CH2:3][CH2:2]1.CSC1N=C([Sn](CCCC)(CCCC)CCCC)C=CN=1.[F-].[K+].[CH:48]1([NH:53][C:54]2[N:59]3[N:60]=[C:61](C4C=CC(OC)=CC=4)[CH:62]=[C:58]3N=CC=2)[CH2:52][CH2:51][CH2:50][CH2:49]1.C1(NC2N3N=C(C4C=CC(OC)=CC=4)C(C4C=CN=C(SC)N=4)=C3N=CC=2)CCCC1.ClC1C=C(C=CC=1)C(OO)=O>C(OCC)(=O)C.ClCCl.Cl[Pd](Cl)([P](C1C=CC=CC=1)(C1C=CC=CC=1)C1C=CC=CC=1)[P](C1C=CC=CC=1)(C1C=CC=CC=1)C1C=CC=CC=1.C1(C)C=CC=CC=1>[CH:1]1([NH:6][C:7]2[N:12]3[N:13]=[C:14]([C:17]4[CH:22]=[CH:21][C:20]([O:23][CH3:24])=[CH:19][CH:18]=4)[C:15]([C:61]4[CH:62]=[CH:58][N:59]=[C:54]([NH:53][CH:48]5[CH2:49][CH2:50][CH2:51][CH2:52]5)[N:60]=4)=[C:11]3[N:10]=[CH:9][CH:8]=2)[CH2:5][CH2:4][CH2:3][CH2:2]1 |f:2.3,^1:124,143|. Run at temperature 110 celsius, time 20 minute. Solvent: ClCCl (dichloromethane), ClCCl (dichloromethane), C(C)(=O)OCC (ethyl acetate), C1(=CC=CC=C1)C (toluene).